Dataset: the Open Reaction Database (ORD), a public repository of structured organic reaction records. Task: describe an organic reaction: reactants, conditions, products, and yield Reactants: C(C)OC(=O)N1CCC(CC1)NC1=NC=CC=N1 (4-(pyrimidin-2-ylamino)-piperidine-1-carboxylic acid ethyl ester), Br (HBr). Run in O (water). Yields the product Br.Br.N1CCC(CC1)NC1=NC=CC=N1 (Piperidin-4-yl-pyrimidin-2-yl-amine dihydrobromide). Reaction SMILES: C(OC([N:6]1[CH2:11][CH2:10][CH:9]([NH:12][C:13]2[N:18]=[CH:17][CH:16]=[CH:15][N:14]=2)[CH2:8][CH2:7]1)=O)C.[BrH:19]>O>[BrH:19].[BrH:19].[NH:6]1[CH2:7][CH2:8][CH:9]([NH:12][C:13]2[N:14]=[CH:15][CH:16]=[CH:17][N:18]=2)[CH2:10][CH2:11]1 |f:3.4.5|. Reported procedure: A solution of 4-(pyrimidin-2-ylamino)-piperidine-1-carboxylic acid ethyl ester (1.07 g, 4.28 mmol) in 48% HBr in water (60 mL) was heated to reflux for 18 h. The solvent was removed under reduced pressure and the crude product used in the consecutive step without further purification assuming quantitative deprotection and formation of the dihydrobromide salt. MS (ISP): 179.3 [M+H]+. The reactants are CN(C)CC1=CC(=C(C(=C1)C)O)C (N,N-dimethyl-4-aminomethyl-2,6-dimethylphenol), C=CC=C (1,3-butadiene). The solvent is C1(=CC=CC=C1)C (toluene). Yields the product CC1=CC2(C=C(C1=O)C)CC=CCC2 (2,4-dimethylspiro[5.5]undeca-1,4,8-trien-3-one). Isolated yield 78.0%. Reaction SMILES: CN([CH2:4][C:5]1[CH:10]=[C:9]([CH3:11])[C:8]([OH:12])=[C:7]([CH3:13])[CH:6]=1)C.[CH2:14]=[CH:15][CH:16]=[CH2:17]>C1(C)C=CC=CC=1>[CH3:13][C:7]1[C:8](=[O:12])[C:9]([CH3:11])=[CH:10][C:5]2([CH2:17][CH2:16][CH:15]=[CH:14][CH2:4]2)[CH:6]=1. Procedure: Following the same general procedure as in Example I, 5 mmols of N,N-dimethyl-4-aminomethyl-2,6-dimethylphenol were reacted with 20 mmols of 1,3-butadiene in 40 g of toluene at 189°-205° C. for six hours. GC analysis showed a 78% yield of 2,4-dimethylspiro[5.5]undeca-1,4,8-trien-3-one. Starting materials: CN(CC(=O)N1CCCC2=CC(=C(C=C12)NC1=NC2=C(C3=NC4=CC=CC(=C4C(N31)=O)F)C=CN2S(=O)(=O)C2=CC=C(C=C2)C)OC)C (5-{[1-(N,N-dimethylglycyl)-6-(methyloxy)-1,2,3,4-tetrahydro-7-quinolinyl]amino}-8-fluoro-3-[(4-methylphenyl)sulfonyl]pyrrolo[2′,3′:4,5]pyrimido[6,1-b]quinazolin-7(3H)-one), CN (methylamine). Run in C1CCOC1 (THF), C1CCOC1 (THF). Conditions: time 8 hour. The product is CN(CC(=O)N1CCCC2=CC(=C(C=C12)NC=1N=C(C2=C(N1)N(C=C2)S(=O)(=O)C2=CC=C(C=C2)C)NC2=C(C(=O)NC)C(=CC=C2)F)OC)C (2-({2-{[1-(N,N-dimethylglycyl)-6-(methyloxy)-1,2,3,4-tetrahydro-7-quinolinyl]amino}-7-[(4-methylphenyl)sulfonyl]-7H-pyrrolo[2,3-d]pyrimidin-4-yl}amino)-6-fluoro-N-methylbenzamide). Isolated yield 61.0%. As a reaction SMILES: [CH3:1][N:2]([CH3:48])[CH2:3][C:4]([N:6]1[C:15]2[C:10](=[CH:11][C:12]([O:46][CH3:47])=[C:13]([NH:16][C:17]3[N:30]4[C:21](=[N:22][C:23]5[C:28]([C:29]4=[O:31])=[C:27]([F:32])[CH:26]=[CH:25][CH:24]=5)[C:20]4[CH:33]=[CH:34][N:35]([S:36]([C:39]5[CH:44]=[CH:43][C:42]([CH3:45])=[CH:41][CH:40]=5)(=[O:38])=[O:37])[C:19]=4[N:18]=3)[CH:14]=2)[CH2:9][CH2:8][CH2:7]1)=[O:5].[CH3:49][NH2:50]>C1COCC1>[CH3:1][N:2]([CH3:48])[CH2:3][C:4]([N:6]1[C:15]2[C:10](=[CH:11][C:12]([O:46][CH3:47])=[C:13]([NH:16][C:17]3[N:30]=[C:21]([NH:22][C:23]4[CH:24]=[CH:25][CH:26]=[C:27]([F:32])[C:28]=4[C:29]([NH:50][CH3:49])=[O:31])[C:20]4[CH:33]=[CH:34][N:35]([S:36]([C:39]5[CH:40]=[CH:41][C:42]([CH3:45])=[CH:43][CH:44]=5)(=[O:38])=[O:37])[C:19]=4[N:18]=3)[CH:14]=2)[CH2:9][CH2:8][CH2:7]1)=[O:5]. Reported procedure: To a solution of 5-{[1-(N,N-dimethylglycyl)-6-(methyloxy)-1,2,3,4-tetrahydro-7-quinolinyl]amino}-8-fluoro-3-[(4-methylphenyl)sulfonyl]pyrrolo[2′,3′:4,5]pyrimido[6,1-b]quinazolin-7(3H)-one (5.0 g, 7.47 mmol) in THF (200 ml) was added 2.0 M methylamine in THF (74.7 ml, 149 mmol) and the resulting reaction was stirred overnight at rt. The crude reaction was adsorbed to silica gel and purified by LC (DCM to 5% MeOH/DCM) to give 2-({2-{[1-(N,N-dimethylglycyl)-6-(methyloxy)-1,2,3,4-tetrahydro-7-quinol... The reactants are CC(NC(=O)C(F)(F)F)C(O)c1ccc(OCc2ccccc2)c(NS(C)(=O)=O)c1, CO, Cl, [Na+], [OH-]. Product: CC(N)C(O)c1ccc(OCc2ccccc2)c(NS(C)(=O)=O)c1. RXN SMILES: [CH2:3]([c:4]1[cH:5][cH:6][cH:7][cH:8][cH:9]1)[O:10][c:11]1[c:12]([NH:28][S:29](=[O:30])(=[O:31])[CH3:32])[cH:13][c:14]([CH:17]([CH:18]([CH3:19])[NH:20][C:21](=[O:22])[C:23]([F:24])([F:25])[F:26])[OH:27])[cH:15][cH:16]1.[CH3:34][OH:35].[ClH:33].[Na+:2].[OH-:1]>>[CH2:3]([c:4]1[cH:5][cH:6][cH:7][cH:8][cH:9]1)[O:10][c:11]1[c:12]([NH:28][S:29](=[O:30])(=[O:31])[CH3:32])[cH:13][c:14]([CH:17]([CH:18]([CH3:19])[NH2:20])[OH:27])[cH:15][cH:16]1. As a reaction SMILES: [C:10](=[O:11])([O:12][CH3:13])[CH2:14][O:15][c:16]1[cH:17][cH:18][c:19]([CH2:22][C:23]([CH3:24])=[N:25][OH:26])[cH:20][cH:21]1.[CH3:29][OH:30].[ClH:27].[Na+:8].[Na+:9].[OH2:28].[S:1](=[O:2])([S:3]([O-:4])=[O:5])([O-:6])=[O:7]>>[O:2]=[C:23]([CH2:22][c:19]1[cH:18][cH:17][c:16]([O:15][CH2:14][C:10](=[O:11])[O:12][CH3:13])[cH:21][cH:20]1)[CH3:24]. Reactants: COC(=O)COc1ccc(CC(C)=NO)cc1, CO, Cl, [Na+], [Na+], O, O=S([O-])S(=O)(=O)[O-]. Product: COC(=O)COc1ccc(CC(C)=O)cc1. Reactants: CCO, CC(=O)[O-], Nc1ccc(NNC(=O)c2ccc(Cl)cc2)cc1, Cl, [Na+], O, S=C=Nc1ccccc1. Yields the product O=C(NNc1ccc(NC(=S)Nc2ccccc2)cc1)c1ccc(Cl)cc1. As a reaction SMILES: [CH3:20][CH2:21][OH:22].[CH3:33][C:34](=[O:35])[O-:36].[Cl:2][c:3]1[cH:4][cH:5][c:6]([C:7](=[O:8])[NH:9][NH:10][c:11]2[cH:12][cH:13][c:14]([NH2:17])[cH:15][cH:16]2)[cH:18][cH:19]1.[ClH:1].[Na+:32].[OH2:37].[c:23]1([N:29]=[C:30]=[S:31])[cH:24][cH:25][cH:26][cH:27][cH:28]1>>[Cl:2][c:3]1[cH:4][cH:5][c:6]([C:7](=[O:8])[NH:9][NH:10][c:11]2[cH:12][cH:13][c:14]([NH:17][C:30]([NH:29][c:23]3[cH:24][cH:25][cH:26][cH:27][cH:28]3)=[S:31])[cH:15][cH:16]2)[cH:18][cH:19]1. Starting materials: CCC(CC)c1cc(C)nn2c(-c3c(C)oc4c(C(C)O)cccc34)c(C)nc12, C1CCOC1, CI, [H-], [Na+]. Yields the product CCC(CC)c1cc(C)nn2c(-c3c(C)oc4c(C(C)OC)cccc34)c(C)nc12. Reaction SMILES: [CH2:1]([CH3:2])[CH:3]([CH2:4][CH3:5])[c:6]1[c:7]2[n:8]([n:9][c:10]([CH3:12])[cH:11]1)[c:13](-[c:17]1[c:18]([CH3:29])[o:19][c:20]3[c:21]1[cH:22][cH:23][cH:24][c:25]3[CH:26]([CH3:27])[OH:28])[c:14]([CH3:16])[n:15]2.[CH2:34]1[O:35][CH2:36][CH2:37][CH2:38]1.[CH3:32][I:33].[H-:31].[Na+:30]>>[CH2:1]([CH3:2])[CH:3]([CH2:4][CH3:5])[c:6]1[c:7]2[n:8]([n:9][c:10]([CH3:12])[cH:11]1)[c:13](-[c:17]1[c:18]([CH3:29])[o:19][c:20]3[c:21]1[cH:22][cH:23][cH:24][c:25]3[CH:26]([CH3:27])[O:28][CH3:32])[c:14]([CH3:16])[n:15]2. The reactants are C1(=CC=CC=C1)C=1S(CCSC1)=O (2-phenyl-5,6-dihydro-1,4-dithiin oxide). The solvent is O1CCOCC1 (dioxane). Product: C1(=CC=CC=C1)C=1SCCSC1 (2-phenyl-5,6-dihydro-1,4-dithiin). RXN SMILES: [C:1]1([C:7]2[S:8](=O)[CH2:9][CH2:10][S:11][CH:12]=2)[CH:6]=[CH:5][CH:4]=[CH:3][CH:2]=1>O1CCOCC1>[C:1]1([C:7]2[S:8][CH2:9][CH2:10][S:11][CH:12]=2)[CH:2]=[CH:3][CH:4]=[CH:5][CH:6]=1. Procedure details: By following substantially the procedure of Example 1, Step D, except using dioxane as solvent, 2-phenyl-5,6-dihydro-1,4-dithiin (14.0 g.) yields 2-phenyl-5,6-dihydro-1,4-dithiin oxide as a mixture of the 1- and 4-isomers (15.1 g.). Starting materials: ClC1=C(CN2C(=C(C3=CC(=CC=C23)O)C2=CC(=CC(=C2)Cl)Cl)C(=O)[O-])C=C2C(=C1)OCO2 (1-(2-chloro-4,5-methylenedioxybenzyl)-3-(3,5-dichlorophenyl)-5-hydroxyindole-2-carboxylate), C(#N)C1=CC=C(CBr)C=C1 (4-cyanobenzyl bromide), FC(OC1=CC=C(CBr)C=C1)(F)F (4-trifluoromethoxybenzyl bromide). Yields the product ClC1=C(C=C2C(=C1)OCO2)CN2C(=C(C1=CC(=CC=C21)OCC2=CC=C(C=C2)C#N)C2=CC=CC=C2)C(=O)O (1-(2-chloro-4,5-methylenedioxyphenylmethyl)-5-(4-cyanophenylmethoxy)-3-phenylindole-2-carboxylic acid). Reaction SMILES: [Cl:1][C:2]1[CH:29]=[C:28]2[O:30][CH2:31][O:32][C:27]2=[CH:26][C:3]=1[CH2:4][N:5]1[C:13]2[C:8](=[CH:9][C:10]([OH:14])=[CH:11][CH:12]=2)[C:7]([C:15]2[CH:20]=[C:19](Cl)[CH:18]=[C:17](Cl)[CH:16]=2)=[C:6]1[C:23]([O-:25])=[O:24].[C:33]([C:35]1[CH:42]=[CH:41][C:38]([CH2:39]Br)=[CH:37][CH:36]=1)#[N:34].FC(F)(F)OC1C=CC(CBr)=CC=1>>[Cl:1][C:2]1[CH:29]=[C:28]2[O:30][CH2:31][O:32][C:27]2=[CH:26][C:3]=1[CH2:4][N:5]1[C:13]2[C:8](=[CH:9][C:10]([O:14][CH2:39][C:38]3[CH:41]=[CH:42][C:35]([C:33]#[N:34])=[CH:36][CH:37]=3)=[CH:11][CH:12]=2)[C:7]([C:15]2[CH:20]=[CH:19][CH:18]=[CH:17][CH:16]=2)=[C:6]1[C:23]([OH:25])=[O:24]. Reported procedure: Following the procedure of Example 26(c)-26(d), except substituting ethyl 1-(2-chloro-4,5-methylenedioxyphenylmethyl)-5-hydroxy-3-phenylindole-2-carboxylate for 1-(2-chloro-4,5-methylenedioxybenzyl)-3-(3,5-dichlorophenyl)-5-hydroxyindole-2-carboxylate and 4-cyanobenzyl bromide for 4-trifluoromethoxybenzyl bromide in step (c), the title compound was prepared as a white solid (41% overall). MS (MH-): 535.0